From a dataset of the Open Reaction Database (ORD), a public repository of structured organic reaction records. describe an organic reaction: reactants, conditions, products, and yield Starting materials: CC(C)(C)OC(=O)N1CCC(CC#Cc2nc(NC(CO)Cc3ccccc3)c3ncn(C4CC(NC(=O)CO)C(O)C4O)c3n2)CC1, CO, Cl. Yields the product O=C(CO)NC1CC(n2cnc3c(NC(CO)Cc4ccccc4)nc(C#CCC4CCNCC4)nc32)C(O)C1O. As a reaction SMILES: [C:1]([O:2][C:3](=[O:4])[N:8]1[CH2:9][CH2:10][CH:11]([CH2:14][C:15]#[C:16][c:17]2[n:18][c:19]([NH:38][CH:39]([CH2:40][c:41]3[cH:42][cH:43][cH:44][cH:45][cH:46]3)[CH2:47][OH:48])[c:20]3[n:21][cH:22][n:23]([CH:26]4[CH:27]([OH:37])[CH:28]([OH:36])[CH:29]([NH:31][C:32]([CH2:33][OH:34])=[O:35])[CH2:30]4)[c:24]3[n:25]2)[CH2:12][CH2:13]1)([CH3:5])([CH3:6])[CH3:7].[CH3:50][OH:51].[ClH:49]>>[NH:8]1[CH2:9][CH2:10][CH:11]([CH2:14][C:15]#[C:16][c:17]2[n:18][c:19]([NH:38][CH:39]([CH2:40][c:41]3[cH:42][cH:43][cH:44][cH:45][cH:46]3)[CH2:47][OH:48])[c:20]3[n:21][cH:22][n:23]([CH:26]4[CH:27]([OH:37])[CH:28]([OH:36])[CH:29]([NH:31][C:32]([CH2:33][OH:34])=[O:35])[CH2:30]4)[c:24]3[n:25]2)[CH2:12][CH2:13]1.